From a dataset of the Open Reaction Database (ORD), a public repository of structured organic reaction records. describe an organic reaction: reactants, conditions, products, and yield Starting materials: C(C)NC1=NC(=NC=C1C=CC(=O)OCC)NC1=CC=CC=C1 (ethyl 3-(4-ethylamino-2-phenylamino pyrimidin-5-yl)acrylate), N12CCCCCC2=NCCC1 (1,8-diazabicyclo[5.4.0]undec-7-ene), N12CCCCCC2=NCCC1 (1,8-diazabicyclo[5.4.0]undec-7-ene). The solvent is C(C)N(CC)CC (triethylamine). Conditions: time 8 hour. Product: C(C)N1C(C=CC2=C1N=C(N=C2)NC2=CC=CC=C2)=O (8-ethyl-2-phenylamino-8H-pyrido[2,3-d]pyrimidin-7-one). RXN SMILES: [CH2:1]([NH:3][C:4]1[C:9]([CH:10]=[CH:11][C:12](OCC)=[O:13])=[CH:8][N:7]=[C:6]([NH:17][C:18]2[CH:23]=[CH:22][CH:21]=[CH:20][CH:19]=2)[N:5]=1)[CH3:2].N12CCCN=C1CCCCC2>C(N(CC)CC)C>[CH2:1]([N:3]1[C:4]2[N:5]=[C:6]([NH:17][C:18]3[CH:23]=[CH:22][CH:21]=[CH:20][CH:19]=3)[N:7]=[CH:8][C:9]=2[CH:10]=[CH:11][C:12]1=[O:13])[CH3:2]. Procedure details: To a room temperature solution of ethyl 3-(4-ethylamino-2-phenylamino pyrimidin-5-yl)acrylate (179 mg, 0.57mmol) in 10 mL of triethylamine was added 90 μL of 1,8-diazabicyclo[5.4.0]undec-7-ene. The reaction mixture was heated at reflux for 8.5 hours then stirred at room temperature overnight. An additional amount of 1,8-diazabicyclo[5.4.0]undec-7-ene (90 μL) was added, and the reaction mixture was heated at reflux for 9 hours then stirred at room temperature overnight. The reaction mixture was c... The reactants are FC(C1=CC=C(OC2=CC=C(OC(C(CC(=O)OCC)O)C)C=C2)C=C1)(F)F (Ethyl 4-[4-(4-trifluoromethylphenoxy)phenoxy]-3-hydroxypentanoate), C(C)(=O)Cl (acetyl chloride), N1=CC=CC=C1 (pyridine). Solvent: C1=CC=CC=C1 (benzene). The product is FC(C1=CC=C(OC2=CC=C(OC(C(CC(=O)OCC)OC(C)=O)C)C=C2)C=C1)(F)F (ethyl 4-[4-(4-trifluoromethylphenoxy)phenoxy]-3-acetoxypentanoate). RXN SMILES: [F:1][C:2]([F:28])([F:27])[C:3]1[CH:26]=[CH:25][C:6]([O:7][C:8]2[CH:24]=[CH:23][C:11]([O:12][CH:13]([CH3:22])[CH:14]([OH:21])[CH2:15][C:16]([O:18][CH2:19][CH3:20])=[O:17])=[CH:10][CH:9]=2)=[CH:5][CH:4]=1.[C:29](Cl)(=[O:31])[CH3:30].N1C=CC=CC=1>C1C=CC=CC=1>[F:1][C:2]([F:27])([F:28])[C:3]1[CH:4]=[CH:5][C:6]([O:7][C:8]2[CH:24]=[CH:23][C:11]([O:12][CH:13]([CH3:22])[CH:14]([O:21][C:29](=[O:31])[CH3:30])[CH2:15][C:16]([O:18][CH2:19][CH3:20])=[O:17])=[CH:10][CH:9]=2)=[CH:25][CH:26]=1. Procedure: Ethyl 4-[4-(4-trifluoromethylphenoxy)phenoxy]-3-hydroxypentanoate is reacted with 1.1 equivalent of acetyl chloride and 1.0 equivalent of pyridine in benzene to yield ethyl 4-[4-(4-trifluoromethylphenoxy)phenoxy]-3-acetoxypentanoate. Similarly, using n-propanoyl chloride and isopropanoyl chloride yield the respective 3-n-propanoate and 3-isopropanoate. Starting materials: ClCC1=NN(C(=C1)C1=CC(=C(C(=C1)OC)OC)OC)CC=1C=NC=CC1 (3-Chloromethyl-1-(3-pyridylmethyl)-5-(3,4,5-trimethoxyphenyl)pyrazole), N1CCNCCC1 (homopiperazine). The product is N1=CC(=CC=C1)CN1N=C(C=C1C1=CC(=C(C(=C1)OC)OC)OC)CN1CCN(CCC1)CC1=NN(C(=C1)C1=CC(=C(C(=C1)OC)OC)OC)CC=1C=NC=CC1 (N,N′-bis[[1-(3-Pyridylmethyl)-5-(3,4,5-trimethoxyphenyl)pyrazol-3-yl]methyl]homopiperazine). Reaction SMILES: Cl[CH2:2][C:3]1[CH:7]=[C:6]([C:8]2[CH:13]=[C:12]([O:14][CH3:15])[C:11]([O:16][CH3:17])=[C:10]([O:18][CH3:19])[CH:9]=2)[N:5]([CH2:20][C:21]2[CH:22]=[N:23][CH:24]=[CH:25][CH:26]=2)[N:4]=1.[NH:27]1[CH2:33][CH2:32][CH2:31][NH:30][CH2:29][CH2:28]1>>[N:23]1[CH:24]=[CH:25][CH:26]=[C:21]([CH2:20][N:5]2[C:6]([C:8]3[CH:13]=[C:12]([O:14][CH3:15])[C:11]([O:16][CH3:17])=[C:10]([O:18][CH3:19])[CH:9]=3)=[CH:7][C:3]([CH2:2][N:27]3[CH2:33][CH2:32][CH2:31][N:30]([CH2:2][C:3]4[CH:7]=[C:6]([C:8]5[CH:13]=[C:12]([O:14][CH3:15])[C:11]([O:16][CH3:17])=[C:10]([O:18][CH3:19])[CH:9]=5)[N:5]([CH2:20][C:21]5[CH:22]=[N:23][CH:24]=[CH:25][CH:26]=5)[N:4]=4)[CH2:29][CH2:28]3)=[N:4]2)[CH:22]=1. Reported procedure: 3-Chloromethyl-1-(3-pyridylmethyl)-5-(3,4,5-trimethoxyphenyl)pyrazole (110 mg) and homopiperazine (13 mg) were reacted in the same manner in Example 1 to obtain the title compound as a free base. Starting materials: [C-]#N, CCOC(=O)C1CC(OS(=O)(=O)c2ccc(C)cc2)CN1C(=O)OCc1ccccc1, CS(C)=O, [Na+], O. The product is CCOC(=O)C1CC(C#N)CN1C(=O)OCc1ccccc1. RXN SMILES: [C-:1]#[N:2].[CH2:4]([CH3:5])[O:6][C:7]([CH:8]1[N:9]([C:24](=[O:25])[O:26][CH2:27][c:28]2[cH:29][cH:30][cH:31][cH:32][cH:33]2)[CH2:10][CH:11]([O:13][S:14]([c:15]2[cH:16][cH:17][c:18]([CH3:19])[cH:20][cH:21]2)(=[O:22])=[O:23])[CH2:12]1)=[O:34].[CH3:35][S:36]([CH3:37])=[O:38].[Na+:3].[OH2:39]>>[C:1](#[N:2])[CH:11]1[CH2:10][N:9]([C:24](=[O:25])[O:26][CH2:27][c:28]2[cH:29][cH:30][cH:31][cH:32][cH:33]2)[CH:8]([C:7]([O:6][CH2:4][CH3:5])=[O:34])[CH2:12]1. Starting materials: [N+](=O)([O-])C1=CC=C(C=C1)OC(=O)Cl (chloroformic acid 4-nitrophenyl ester), NCC1CCC(CC1)(C1=CC=CC=C1)N(C)C ((4-aminomethyl-1-phenylcyclohexyl)-dimethylamine), N1=CC=CC=C1 (pyridine). Solvent: C(Cl)Cl (DCM), ice water, C(Cl)Cl (DCM). Run at time 20 hour. Product: [N+](=O)([O-])C1=CC=C(C=C1)OC(NCC1CCC(CC1)(C1=CC=CC=C1)N(C)C)=O ((4-dimethylamino-4-phenylcyclohexylmethyl)-carbamic acid 4-nitrophenyl ester). As a reaction SMILES: [N+:1]([C:4]1[CH:9]=[CH:8][C:7]([O:10][C:11](Cl)=[O:12])=[CH:6][CH:5]=1)([O-:3])=[O:2].[NH2:14][CH2:15][CH:16]1[CH2:21][CH2:20][C:19]([N:28]([CH3:30])[CH3:29])([C:22]2[CH:27]=[CH:26][CH:25]=[CH:24][CH:23]=2)[CH2:18][CH2:17]1.N1C=CC=CC=1>C(Cl)Cl>[N+:1]([C:4]1[CH:9]=[CH:8][C:7]([O:10][C:11](=[O:12])[NH:14][CH2:15][CH:16]2[CH2:17][CH2:18][C:19]([N:28]([CH3:30])[CH3:29])([C:22]3[CH:23]=[CH:24][CH:25]=[CH:26][CH:27]=3)[CH2:20][CH2:21]2)=[CH:6][CH:5]=1)([O-:3])=[O:2]. Procedure: The chloroformic acid 4-nitrophenyl ester (913.5 mg, 4.53 mmole) dissolved in abs. DCM (15 ml) was slowly added dropwise while cooling in ice water to a solution of (4-aminomethyl-1-phenylcyclohexyl)-dimethylamine (1 g, 4.3 mmole) in abs. DCM (15 ml) and pyridine (766 μl, 9.49 mmole). The reaction mixture was then stirred for 20 hours at RT. The red reaction mixture was worked up by washing with water (3×10 ml), with 1M HCl (3×10 ml) and with 1M NaOH (2×10 ml). The organic phase was dried with N... Starting materials: C(CCCC=C)O (5-hexenol), B(CC)(CC)CC (Et3B), solution, C=CC1CO1 (butadiene monoepoxide), C(CCCC=C)O (5-hexenol), C=CC1CO1 (butadiene monoepoxide), C(Cl)(Cl)Cl (CHCl3), C1CCOC1 (THF). Reagents/catalysts: C=1C=CC(=CC1)/C=C/C(=O)/C=C/C2=CC=CC=C2.C=1C=CC(=CC1)/C=C/C(=O)/C=C/C2=CC=CC=C2.C=1C=CC(=CC1)/C=C/C(=O)/C=C/C2=CC=CC=C2.[Pd].[Pd] (Pd2dba3), CN(C)C=1C=CN=CC1 (DMAP). The solvent is C(Cl)Cl (CH2Cl2). Conditions: time 4 hour. Product: CC(CCC=C)O[C@@H](CO)C=C (2-(R)-2-Hex-5-enyloxy-but-3-en-1-ol). Yield: 80.0%. As a reaction SMILES: [CH2:1]([OH:7])[CH2:2][CH2:3][CH2:4][CH:5]=C.[CH2:8]=[CH:9][CH:10]1[O:12][CH2:11]1.[CH:13](Cl)(Cl)Cl.B(CC)(CC)CC.C1COCC1>CN(C1C=CN=CC=1)C.C1C=CC(/C=C/C(/C=C/C2C=CC=CC=2)=O)=CC=1.C1C=CC(/C=C/C(/C=C/C2C=CC=CC=2)=O)=CC=1.C1C=CC(/C=C/C(/C=C/C2C=CC=CC=2)=O)=CC=1.[Pd].[Pd].C(Cl)Cl>[CH3:13][CH:1]([O:7][C@H:10]([CH:9]=[CH2:8])[CH2:11][OH:12])[CH2:2][CH2:3][CH:4]=[CH2:5] |f:6.7.8.9.10|. Procedure: Following the general procedure of Example 13A, 5-hexenol was added to butadiene monoepoxide, using the following quantities of reagents and solvents: Pd2dba3.CHCl3 (5.2 mg, 5.0 μmol), (±)-8 (10.4 mg, 15 μmol), DMAP (6.2 mg, 50 μmol), a 1.0 M solution of Et3B in THF (5.0 μL, 5.0 μmol), 5-hexenol (240 μL, 2.0 mmol), butadiene monoepoxide (81 μL, 1.0 μmol), CH2Cl2 (10 mL). The reaction time in this case was 4 h. Flash chromatography of the crude material (silica gel, 4:1 pentane-ether) afforded ˜1... Starting materials: BrCC1=CC=C(C=C1)C=1C(=CC=CC1)C(=O)OC (methyl 4'-(bromomethyl)biphenyl-2-carboxylate), C([O-])([O-])=O.[K+].[K+] (potassium carbonate), C(CCC)C=1NC2=C(N1)C=CC=C2 (2-butylbenzimidazole), ClCCl (Dichloromethane). Run in CN(C=O)C (N,N-dimethylformamide). The product is C(CCC)C1=NC2=C(N1CC1=CC=C(C=C1)C=1C(=CC=CC1)C(=O)OC)C=CC=C2 (methyl 4'-[(2-butyl-1H-benzimidazol-1-yl)methyl]biphenyl-2-carboxylate). Yield: 45.4%. As a reaction SMILES: [CH2:1]([C:5]1[NH:6][C:7]2[CH:13]=[CH:12][CH:11]=[CH:10][C:8]=2[N:9]=1)[CH2:2][CH2:3][CH3:4].Br[CH2:15][C:16]1[CH:21]=[CH:20][C:19]([C:22]2[C:23]([C:28]([O:30][CH3:31])=[O:29])=[CH:24][CH:25]=[CH:26][CH:27]=2)=[CH:18][CH:17]=1.C(=O)([O-])[O-].[K+].[K+].ClCCl>CN(C)C=O>[CH2:1]([C:5]1[N:6]([CH2:15][C:16]2[CH:21]=[CH:20][C:19]([C:22]3[C:23]([C:28]([O:30][CH3:31])=[O:29])=[CH:24][CH:25]=[CH:26][CH:27]=3)=[CH:18][CH:17]=2)[C:7]2[CH:13]=[CH:12][CH:11]=[CH:10][C:8]=2[N:9]=1)[CH2:2][CH2:3][CH3:4] |f:2.3.4|. Procedure details: A mixture of 2-butylbenzimidazole (2.6 g), the bromomethyl compound (C) (5.0 g) and potassium carbonate (1.55 g) in N,N-dimethylformamide (DMF) (40 ml) was heated at 100° C. for 3 hours. Dichloromethane (200 ml) was added and insoluble material was removed by filtration. The filtrate was concentrated and the residue purified by flash chromatography, eluting with triethylamine/ethyl acetate/hexane (1:40:60 v/v), to give methyl 4'-[2-butyl-1H-benzimidazol-1-yl)methyl]biphenyl-2-carboxylate (A) as ...